This data is from the Open Reaction Database (ORD), a public repository of structured organic reaction records. The task is: describe an organic reaction: reactants, conditions, products, and yield Starting materials: CCCN1CC(=O)C(C(=O)OCC)C1=O, CC#N, CCOC(C)=O, O=C1CNC(=O)C1. The product is CCCN1CC(=O)CC1=O. Reaction SMILES: [C:1]([O:2][CH2:3][CH3:4])(=[O:5])[CH:6]1[C:7](=[O:15])[N:8]([CH2:12][CH2:13][CH3:14])[CH2:9][C:10]1=[O:11].[CH3:16][C:17]#[N:18].[CH3:26][CH2:27][O:28][C:29](=[O:30])[CH3:31].[O:19]=[C:20]1[CH2:21][C:22](=[O:23])[CH2:24][NH:25]1>>[CH2:6]1[C:7](=[O:15])[N:8]([CH2:12][CH2:13][CH3:14])[CH2:9][C:10]1=[O:11]. Reactants: ClC1=CC(=C(C=C1)[C@H](C(F)(F)F)OC1=CC(=NC=C1)N1CCC2(CC(N(C2)C(=O)OCC2=CC=CC=C2)C(=O)OCC)CC1)N1N=C(C=C1)C (2-benzyl 3-ethyl 8-(4-((R)-1-(4-chloro-2-(3-methyl-1H-pyrazol-1-yl)phenyl)-2,2,2-trifluoroethoxy)pyridin-2-yl)-2,8-diazaspiro[4.5]decane-2,3-dicarboxylate), [Li+].[OH-] (LiOH). Yields the product C(C1=CC=CC=C1)OC(=O)N1CC2(CC1C(=O)O)CCN(CC2)C2=NC=CC(=C2)O[C@@H](C(F)(F)F)C2=C(C=C(C=C2)Cl)N2N=C(C=C2)C (2-((benzyloxy)carbonyl)-8-(4-((R)-1-(4-chloro-2-(3-methyl-1H-pyrazol-1-yl)phenyl)-2,2,2-trifluoroethoxy)pyridin-2-yl)-2,8-diazaspiro[4.5]decane-3-carboxylic acid). Reaction SMILES: [Cl:1][C:2]1[CH:7]=[CH:6][C:5]([C@@H:8]([O:13][C:14]2[CH:19]=[CH:18][N:17]=[C:16]([N:20]3[CH2:44][CH2:43][C:23]4([CH2:27][N:26]([C:28]([O:30][CH2:31][C:32]5[CH:37]=[CH:36][CH:35]=[CH:34][CH:33]=5)=[O:29])[CH:25]([C:38]([O:40]CC)=[O:39])[CH2:24]4)[CH2:22][CH2:21]3)[CH:15]=2)[C:9]([F:12])([F:11])[F:10])=[C:4]([N:45]2[CH:49]=[CH:48][C:47]([CH3:50])=[N:46]2)[CH:3]=1.[Li+].[OH-]>>[CH2:31]([O:30][C:28]([N:26]1[CH:25]([C:38]([OH:40])=[O:39])[CH2:24][C:23]2([CH2:43][CH2:44][N:20]([C:16]3[CH:15]=[C:14]([O:13][C@H:8]([C:5]4[CH:6]=[CH:7][C:2]([Cl:1])=[CH:3][C:4]=4[N:45]4[CH:49]=[CH:48][C:47]([CH3:50])=[N:46]4)[C:9]([F:10])([F:12])[F:11])[CH:19]=[CH:18][N:17]=3)[CH2:21][CH2:22]2)[CH2:27]1)=[O:29])[C:32]1[CH:37]=[CH:36][CH:35]=[CH:34][CH:33]=1 |f:1.2|. Procedure: Hydrolysis of 2-benzyl 3-ethyl 8-(4-((R)-1-(4-chloro-2-(3-methyl-1H-pyrazol-1-yl)phenyl)-2,2,2-trifluoroethoxy)pyridin-2-yl)-2,8-diazaspiro[4.5]decane-2,3-dicarboxylate using the LiOH general method provided 2-((benzyloxy)carbonyl)-8-(4-((R)-1-(4-chloro-2-(3-methyl-1H-pyrazol-1-yl)phenyl)-2,2,2-trifluoroethoxy)pyridin-2-yl)-2,8-diazaspiro[4.5]decane-3-carboxylic acid. Starting materials: C1=C(N=C(S1)NC(=N)N)CSCCC(=N)NS(=O)(=O)N (famotidine), C1=C(N=C(S1)NC(=N)N)CSCCC(=N)NS(=O)(=O)N (famotidine), C(C1=CC=NC=C1)(=O)N (isonicotinic acid amide), C(C(O)C)(=O)O (lactic acid). Solvent: O (water), O (water). The product is C(C1=CC=NC=C1)(=O)N.C(C(O)C)(=O)O (Isonicotinic Acid Amide Lactic Acid). As a reaction SMILES: C1SC(NC(N)=N)=NC=1CSCCC(NS(N)(=O)=O)=N.[C:21]([NH2:29])(=[O:28])[C:22]1[CH:27]=[CH:26][N:25]=[CH:24][CH:23]=1.[C:30]([OH:35])(=[O:34])[CH:31]([CH3:33])[OH:32]>O>[C:21]([NH2:29])(=[O:28])[C:22]1[CH:27]=[CH:26][N:25]=[CH:24][CH:23]=1.[C:30]([OH:35])(=[O:34])[CH:31]([CH3:33])[OH:32] |f:4.5|. Procedure details: To 1 g of famotidine and 5 g of isonicotinic acid amide were added about 80 ml of water for injection and 2.20 ml of a 100 mg/ml aqueous lactic acid solution, followed by stirring to dissolve them. After complete dissolution of famotidine, water for injection was added to make the total volume 100 ml, whereby an injection solution having a pH of 6.2 and a kinematic viscosity at room temperature of 0.95 centistokes was obtained. The reactants are [H-].[Na+] (NaH), C(C)OC(C=C(CP(=O)(OCC)OCC)C)=O (4-(diethoxy-phosphinyl)-3-methyl-but-2-enoic acid ethyl ester), BrC1=C(CCC1)C=O (2-bromo-cyclopent-1-enecarbaldehyde). The solvent is CN(C)C=O (DMF), CN(C)C=O (DMF). Conditions: time 30 minute. The product is C(C)OC(\C=C(\C=C\C1=C(CCC1)Br)/C)=O ((2E,4E)-5-(2-bromo-cyclopent-1-enyl)-3-methyl-penta-2,4-dienoic acid ethyl ester). The yield is 36.6%. Reaction SMILES: [H-].[Na+].[CH2:3]([O:5][C:6](=[O:19])[CH:7]=[C:8]([CH3:18])[CH2:9]P(OCC)(OCC)=O)[CH3:4].[Br:20][C:21]1[CH2:25][CH2:24][CH2:23][C:22]=1[CH:26]=O>CN(C=O)C>[CH2:3]([O:5][C:6](=[O:19])/[CH:7]=[C:8](\[CH3:18])/[CH:9]=[CH:26]/[C:22]1[CH2:23][CH2:24][CH2:25][C:21]=1[Br:20])[CH3:4] |f:0.1|. Procedure details: 2.03 g of NaH (50% in mineral oil) was suspended in 120 ml of DMF. 12.9 g of 4-(diethoxy-phosphinyl)-3-methyl-but-2-enoic acid ethyl ester was added at 0°. The mixture was stirred for 15 min at 0° and for 30 min at RT. After recooling to 0°, 5.72 g of 2-bromo-cyclopent-1-enecarbaldehyde, dissolved in 11 ml of DMF, was added drop by drop and allowed to react for 10 min. at 0° and for 2 h at RT. The mixture was then poured onto crushed ice, extracted with EtOEt, washed with sat. NaCi-solution, dri...